This data is from the Open Reaction Database (ORD), a public repository of structured organic reaction records. The task is: describe an organic reaction: reactants, conditions, products, and yield The reactants are N1C=NC(=C1)CC(=O)O (2-(1H-imidazol-4-yl)acetic acid), Product, C1(CCC1)OC=1C=C(C=CC1OC)N1C[C@@H](NCC1)CC(C)C ((S)-1-(3-cyclobutlyoxy-4-methoxy-phenyl)-3-isobutyl-piperazine), C1(CCC1)OC=1C=C(C=CC1OC)N1C[C@@H](NCC1)CC(C)C ((S)-1-(3-cyclobutlyoxy-4-methoxy-phenyl)-3-isobutyl-piperazine). Yields the product C1(CCC1)OC=1C=C(C=CC1OC)N1C[C@@H](N(CC1)C(CC=1N=CNC1)=O)CC(C)C ((S)-1-(4-(3-cyclobutoxy-4-methoxyphenyl)-2-isobutylpiperazin-1-yl)-2-(1H-imidazol-4-yl)ethanone). RXN SMILES: [NH:1]1[CH:5]=[C:4]([CH2:6][C:7]([OH:9])=O)[N:3]=[CH:2]1.[CH:10]1([O:14][C:15]2[CH:16]=[C:17]([N:23]3[CH2:28][CH2:27][NH:26][C@@H:25]([CH2:29][CH:30]([CH3:32])[CH3:31])[CH2:24]3)[CH:18]=[CH:19][C:20]=2[O:21][CH3:22])[CH2:13][CH2:12][CH2:11]1>>[CH:10]1([O:14][C:15]2[CH:16]=[C:17]([N:23]3[CH2:28][CH2:27][N:26]([C:7](=[O:9])[CH2:6][C:4]4[N:3]=[CH:2][NH:1][CH:5]=4)[C@@H:25]([CH2:29][CH:30]([CH3:32])[CH3:31])[CH2:24]3)[CH:18]=[CH:19][C:20]=2[O:21][CH3:22])[CH2:11][CH2:12][CH2:13]1. Procedure: Prepared by the method outlined for Example 189 using 2-(1H-imidazol-4-yl)acetic acid and (S)-1-(3-cyclobutlyoxy-4-methoxy-phenyl)-3-isobutyl-piperazine (Example 34, Compound 122) as starting materials. Product as a light brown solid (17%). LC/MS (Method B) 2.57 min, [M+1]+ 427.0. Potency class A. Procedure details: In the same manner as described in Example 1 except that 2',5'-dihydroxy-6'-t-butylacetophenone oxime and thionyl chloride were used instead of 5'-t-butyl-2',4'-dihydroxyacetophenone oxime and phosphorus oxychloride, respectively, the desired 2-methyl-5-hydroxy-6-t-butylbenzoxazolol was obtained. Yield 83% (light brown needles), Melting Point 203° to 205° C. Reactants: OC1=C(C(=C(C=C1)O)C(C)(C)C)C(C)=NO (2',5'-dihydroxy-6'-t-butylacetophenone oxime), P(=O)(Cl)(Cl)Cl (phosphorus oxychloride), S(=O)(Cl)Cl (thionyl chloride), C(C)(C)(C)C=1C(=CC(=C(C1)C(C)=NO)O)O (5'-t-butyl-2',4'-dihydroxyacetophenone oxime). The yield is 83.0%. Reaction SMILES: [OH:1][C:2]1[CH:7]=[CH:6][C:5]([OH:8])=[C:4]([C:9]([CH3:12])([CH3:11])[CH3:10])[C:3]=1C(=NO)C.S(Cl)(Cl)=O.C(C1C(O)=CC(O)=[C:29]([C:31](=[N:33]O)C)C=1)(C)(C)C.P(Cl)(Cl)(Cl)=[O:38]>>[CH3:29][C:31]1([OH:38])[NH:33][C:7]2[CH:6]=[C:5]([OH:8])[C:4]([C:9]([CH3:10])([CH3:11])[CH3:12])=[CH:3][C:2]=2[O:1]1. Yields the product CC1(OC2=C(N1)C=C(C(=C2)C(C)(C)C)O)O (2-methyl-5-hydroxy-6-t-butylbenzoxazolol). Reactants: C(C)OC(C1=C(C=CC(=C1)S(=O)(=O)CC)F)=O (5-Ethanesulfonyl-2-fluoro-benzoic acid ethyl ester), [OH-].[Li+] (lithium hydroxide). Product: C(C)S(=O)(=O)C=1C=CC(=C(C(=O)O)C1)F (5-Ethanesulfonyl-2-fluoro-benzoic acid). RXN SMILES: C([O:3][C:4](=[O:17])[C:5]1[CH:10]=[C:9]([S:11]([CH2:14][CH3:15])(=[O:13])=[O:12])[CH:8]=[CH:7][C:6]=1[F:16])C.[OH-].[Li+]>>[CH2:14]([S:11]([C:9]1[CH:8]=[CH:7][C:6]([F:16])=[C:5]([CH:10]=1)[C:4]([OH:17])=[O:3])(=[O:12])=[O:13])[CH3:15] |f:1.2|. Procedure: Prepared in analogy to Example B3(c) from 5-Ethanesulfonyl-2-fluoro-benzoic acid ethyl ester using lithium hydroxide instead of sodium hydroxide. White solid. MS (m/e): 232.1 (M+, 100%). The reactants are CN1C2=C(C(C(=C1)C(=O)OCC)=O)N=C(S2)CN2CCOCC2 (ethyl 4-methyl-2-(morpholin-4-ylmethyl)-7-oxo-4,7-dihydro[1,3]-thiazolo[5,4-b]pyridine-6-carboxylate), ClC1=CC=C(CN)C=C1 (4-chlorobenzyl-amine). Reaction conditions: temperature 190 celsius. The product is ClC1=CC=C(CNC(=O)C=2C(C3=C(N(C2)C)SC(=N3)CN3CCOCC3)=O)C=C1 (N-(4-Chlorobenzyl)-4-methyl-2-(morpholin-4-ylmethyl)-7-oxo-4,7-dihydro[1,3]-thiazolo[5,4-b]pyridine-6-carboxamide). Reaction SMILES: [CH3:1][N:2]1[CH:7]=[C:6]([C:8](OCC)=[O:9])[C:5](=[O:13])[C:4]2[N:14]=[C:15]([CH2:17][N:18]3[CH2:23][CH2:22][O:21][CH2:20][CH2:19]3)[S:16][C:3]1=2.[Cl:24][C:25]1[CH:32]=[CH:31][C:28]([CH2:29][NH2:30])=[CH:27][CH:26]=1>>[Cl:24][C:25]1[CH:32]=[CH:31][C:28]([CH2:29][NH:30][C:8]([C:6]2[C:5](=[O:13])[C:4]3[N:14]=[C:15]([CH2:17][N:18]4[CH2:19][CH2:20][O:21][CH2:22][CH2:23]4)[S:16][C:3]=3[N:2]([CH3:1])[CH:7]=2)=[O:9])=[CH:27][CH:26]=1. Reported procedure: A mixture of ethyl 4-methyl-2-(morpholin-4-ylmethyl)-7-oxo-4,7-dihydro[1,3]-thiazolo[5,4-b]pyridine-6-carboxylate (Preparation 30, 105 mg) and 4-chlorobenzyl-amine (1 mL) is heated to 190° C. for 40 min. and then allowed to cool to ambient temperature. The solvent is removed in vacuo. The mixture is diluted with ether to precipitate 89 mg (66%) of the title compound as a tan solid. Physical characteristics: 1H NMR (DMSO-d6) δ 2.59, 3.64, 3.91, 4.00, 4.56, 7.33-7.36, 8.75, 10.59; IR (diffuse refl... Reactants: C1CCOC1, COc1ccc(CC(=O)O)cc1, C[Si](C)(C)[N-][Si](C)(C)C, COC(=O)c1ccccc1Cl, Cl, [Na+]. Yields the product COc1ccc(CC(=O)c2ccccc2Cl)cc1. RXN SMILES: [CH2:35]1[O:36][CH2:37][CH2:38][CH2:39]1.[CH3:11][O:12][c:13]1[cH:14][cH:15][c:16]([CH2:17][C:18]([OH:19])=[O:20])[cH:21][cH:22]1.[CH3:2][Si:3]([N-:4][Si:5]([CH3:6])([CH3:7])[CH3:8])([CH3:9])[CH3:10].[Cl:23][c:24]1[c:25]([C:26]([O:27][CH3:28])=[O:29])[cH:30][cH:31][cH:32][cH:33]1.[ClH:34].[Na+:1]>>[CH3:11][O:12][c:13]1[cH:14][cH:15][c:16]([CH2:17][C:18](=[O:20])[c:25]2[c:24]([Cl:23])[cH:33][cH:32][cH:31][cH:30]2)[cH:21][cH:22]1. Reactants: C(C)OC(=O)C1(CCN(CC1)CCC1=CC=CC=C1)S(=O)(=O)C1=CC=C(C=C1)OC (4-(4-methoxy-benzenesulfonyl)-1-(2-phenyl-ethyl)-piperidine-4-carboxylic acid ethyl ester). Run in C1CCOC1.CO (THF methanol), [OH-].[Na+] (NaOH). Yields the product COC1=CC=C(C=C1)S(=O)(=O)C1(CCN(CC1)CCC1=CC=CC=C1)C(=O)O (4-(4-methoxy-benzenesulfonyl)-1-(2-phenyl-ethyl)-piperidine-4-carboxylic acid). As a reaction SMILES: C([O:3][C:4]([C:6]1([S:20]([C:23]2[CH:28]=[CH:27][C:26]([O:29][CH3:30])=[CH:25][CH:24]=2)(=[O:22])=[O:21])[CH2:11][CH2:10][N:9]([CH2:12][CH2:13][C:14]2[CH:19]=[CH:18][CH:17]=[CH:16][CH:15]=2)[CH2:8][CH2:7]1)=[O:5])C>C1COCC1.CO.[OH-].[Na+]>[CH3:30][O:29][C:26]1[CH:27]=[CH:28][C:23]([S:20]([C:6]2([C:4]([OH:5])=[O:3])[CH2:7][CH2:8][N:9]([CH2:12][CH2:13][C:14]3[CH:15]=[CH:16][CH:17]=[CH:18][CH:19]=3)[CH2:10][CH2:11]2)(=[O:22])=[O:21])=[CH:24][CH:25]=1 |f:1.2,3.4|. Reported procedure: 4-(4-methoxy-benzenesulfonyl)-1-(2-phenyl-ethyl)-piperidine-4-carboxylic acid was prepared starting from 4-(4-methoxy-benzenesulfonyl)-1-(2-phenyl-ethyl)-piperidine-4-carboxylic acid ethyl ester (3.0 g, 6.9 mmol) dissolved in THF:methanol 3:1 and 10 N NaOH (40 ml). The resulting reaction mixture was worked up as outlined in example 83. Yield 2.0 g (72%); off white powder; mp 208° C.; MS: 404.5 (M+H)+.